From a dataset of the Open Reaction Database (ORD), a public repository of structured organic reaction records. describe an organic reaction: reactants, conditions, products, and yield The reactants are OCCCCCCCCCBr, CS(C)=O, CCN(C(C)C)C(C)C, ClCCl, O=S(=O)=O, c1ccncc1. Yields the product O=CCCCCCCCCBr. Reaction SMILES: [Br:1][CH2:2][CH2:3][CH2:4][CH2:5][CH2:6][CH2:7][CH2:8][CH2:9][CH2:10][OH:11].[CH3:12][S:13](=[O:14])[CH3:15].[CH:16]([N:17]([CH:18]([CH3:19])[CH3:20])[CH2:21][CH3:22])([CH3:23])[CH3:24].[Cl:35][CH2:36][Cl:37].[S:25](=[O:26])(=[O:27])=[O:28].[n:29]1[cH:30][cH:31][cH:32][cH:33][cH:34]1>>[Br:1][CH2:2][CH2:3][CH2:4][CH2:5][CH2:6][CH2:7][CH2:8][CH2:9][CH:10]=[O:11]. Procedure: To a solution of 3″-fluoro-3,2′:3′,4″-terpyridine-5′,6′-diamine (Intermediate 1, 158 mg, 0.56 mmol) in THF (5 mL) Et3N (156 μL, 1.12 mmol) and carbonyldiimidazole (182 mg, 1.12 mmol) were added sequentially. The reaction mixture was heated to reflux for 4 h and then the solvent was removed under reduced pressure. Flash chromatography of the resulting crude oil (CH2Cl2/EtOH/aq NH3 60:8:1 to 40:8:1) followed by reverse phase chromatography (0% CH3CN in H2O to 25% CH3CN in H2O) gave the title compo... The product is FC=1C=NC=CC1C=1C=C2C(=NC1C=1C=NC=CC1)NC(N2)=O (6-(3-Fluoropyridin-4-yl)-5-pyridin-3-yl-1,3-dihydro-2H-imidazo[4,5-b]pyridin-2-one). Yield: 16.9%. RXN SMILES: [F:1][C:2]1[CH:3]=[N:4][CH:5]=[CH:6][C:7]=1[C:8]1[C:9]([C:16]2[CH:17]=[N:18][CH:19]=[CH:20][CH:21]=2)=[N:10][C:11]([NH2:15])=[C:12]([NH2:14])[CH:13]=1.C1C[O:25][CH2:24]C1.C(N1C=CN=C1)(N1C=CN=C1)=O>>[F:1][C:2]1[CH:3]=[N:4][CH:5]=[CH:6][C:7]=1[C:8]1[CH:13]=[C:12]2[NH:14][C:24](=[O:25])[NH:15][C:11]2=[N:10][C:9]=1[C:16]1[CH:17]=[N:18][CH:19]=[CH:20][CH:21]=1. The reactants are FC=1C=NC=CC1C=1C(=NC(=C(C1)N)N)C=1C=NC=CC1 (3″-fluoro-3,2′:3′,4″-terpyridine-5′,6′-diamine), FC=1C=NC=CC1C=1C(=NC(=C(C1)N)N)C=1C=NC=CC1 (3″-fluoro-3,2′:3′,4″-terpyridine-5′,6′-diamine), C1CCOC1 (THF), C(=O)(N1C=NC=C1)N1C=NC=C1 (carbonyldiimidazole). Reported procedure: A mixture of 412 mg (2.27 mmol, 1.1 eq) of C—(R)-(5-methylfuran-2-yl)-C-(3-methyloxetan-3-yl)methylamine (prepared in EXAMPLE 50, steps 1 to 4) and 700 mg (2.07 mmol, 1 eq) of 6-chloro-3-(2-ethoxy-3,4-dioxocyclobut-1-enylamino)-2-hydroxy-N,N-dimethylbenzamide in 45 ml of methanol was stirred at ambient temperature for 3 days. The methanol was evaporated off and the residue was taken up with ethyl acetate and washed with a 1 M aqueous sodium dihydrogen phosphate solution. The organic phase was dr... Starting materials: CC1=CC=C(O1)[C@@H](C1(COC1)C)N (C—(R)-(5-methylfuran-2-yl)-C-(3-methyloxetan-3-yl)methylamine), ClC1=CC=C(C(=C1C(=O)N(C)C)O)NC1=C(C(C1=O)=O)OCC (6-chloro-3-(2-ethoxy-3,4-dioxocyclobut-1-enylamino)-2-hydroxy-N,N-dimethylbenzamide). Yields the product ClC1=CC=C(C(=C1C(=O)N(C)C)O)NC1=C(C(C1=O)=O)N[C@H](C1(COC1)C)C=1OC(=CC1)C (6-chloro-2-hydroxy-N,N-dimethyl-3-(2-{[(R)-(5-methylfuran-2-yl)-(3-methyloxetan-3-yl)methyl]amino}-3,4-dioxocyclobut-1-enylamino)benzamide). The solvent is CO (methanol). Reaction conditions: time 3 day. Isolated yield 53.0%. Reaction SMILES: [CH3:1][C:2]1[O:6][C:5]([C@H:7]([NH2:13])[C:8]2([CH3:12])[CH2:11][O:10][CH2:9]2)=[CH:4][CH:3]=1.[Cl:14][C:15]1[C:20]([C:21]([N:23]([CH3:25])[CH3:24])=[O:22])=[C:19]([OH:26])[C:18]([NH:27][C:28]2[C:31](=O)[C:30](=[O:33])[C:29]=2[O:34]CC)=[CH:17][CH:16]=1>CO>[Cl:14][C:15]1[C:20]([C:21]([N:23]([CH3:25])[CH3:24])=[O:22])=[C:19]([OH:26])[C:18]([NH:27][C:28]2[C:29](=[O:34])[C:30](=[O:33])[C:31]=2[NH:13][C@@H:7]([C:5]2[O:6][C:2]([CH3:1])=[CH:3][CH:4]=2)[C:8]2([CH3:12])[CH2:9][O:10][CH2:11]2)=[CH:17][CH:16]=1. Solvent: C(Cl)Cl (methylene chloride). As a reaction SMILES: [CH2:1]([O:15][C:16]1[CH:24]=[CH:23][C:19]([C:20](O)=[O:21])=[CH:18][CH:17]=1)[CH2:2][CH2:3][CH2:4][CH2:5][CH2:6][CH2:7][CH2:8][CH2:9][CH2:10][CH2:11][CH2:12][CH2:13][CH3:14].C(Cl)(=O)C([Cl:28])=O>CN(C)C=O.C(Cl)Cl>[CH2:1]([O:15][C:16]1[CH:24]=[CH:23][C:19]([C:20]([Cl:28])=[O:21])=[CH:18][CH:17]=1)[CH2:2][CH2:3][CH2:4][CH2:5][CH2:6][CH2:7][CH2:8][CH2:9][CH2:10][CH2:11][CH2:12][CH2:13][CH3:14]. Starting materials: C(CCCCCCCCCCCCC)OC1=CC=C(C(=O)O)C=C1 (4-(Tetradecyloxy)benzoic acid), C(C(=O)Cl)(=O)Cl (oxalyl chloride). Procedure details: To a room temperature suspension of 15 g of product from Example 2, 160 ml methylene chloride and 5 drops dimethylformamide is added 5.87 ml oxalyl chloride. The reaction mixture is stirred at room temperature for 18 hours, concentrated in vacuo, dissolved in 300 ml of diethyl ether, filtered through diatomaceous earth and the filtrate concentrated in vacuo to give 15.5 g of the desired product. Product: C(CCCCCCCCCCCCC)OC1=CC=C(C(=O)Cl)C=C1 (4-(Tetradecyloxy)benzoyl chloride). Reaction conditions: time 18 hour. Reagents/catalysts: CN(C=O)C (dimethylformamide).